Dataset: the Open Reaction Database (ORD), a public repository of structured organic reaction records. Task: describe an organic reaction: reactants, conditions, products, and yield The reactants are O=[N+]([O-])[O-].[O-][N+]([O-])=O.[O-][N+]([O-])=O.[O-][N+]([O-])=O.[O-][N+]([O-])=O.[O-][N+]([O-])=O.[Ce+4].[NH4+].[NH4+] (CAN), COC1=C(C(=C(C2=C1CCC(CC2)CC(=O)O)OC)OC)OC (2-(1,2,3,4-tetramethoxy-6,7,8,9-tetrahydro-5H-benzo[a]cyclohepten-7-yl)acetic acid), N1=C(C=CC=C1C(=O)O)C(=O)O (2,6-pyridinedicarboxylic acid), C1CCOC1 (THF). Run in O (water), O (water), O (water). Conditions: time 15 minute. Product: COC1=C(C(C2=C(CCC(CC2)CC(=O)O)C1=O)=O)OC (2-(2,3-Dimethoxy-1,4-dioxo-4,5,6,7,8,9-hexahydro-1H-benzo[a]cyclohepten-7-yl)acetic acid). Yield: 62.0%. RXN SMILES: C[O:2][C:3]1[C:8]2[CH2:9][CH2:10][CH:11]([CH2:14][C:15]([OH:17])=[O:16])[CH2:12][CH2:13][C:7]=2[C:6]([O:18]C)=[C:5]([O:20][CH3:21])[C:4]=1[O:22][CH3:23].N1C(C(O)=O)=CC=CC=1C(O)=O.C1COCC1.O=[N+]([O-])[O-].[O-][N+](=O)[O-].[O-][N+](=O)[O-].[O-][N+](=O)[O-].[O-][N+](=O)[O-].[O-][N+](=O)[O-].[Ce+4].[NH4+].[NH4+]>O>[CH3:23][O:22][C:4]1[C:3](=[O:2])[C:8]2[CH2:9][CH2:10][CH:11]([CH2:14][C:15]([OH:17])=[O:16])[CH2:12][CH2:13][C:7]=2[C:6](=[O:18])[C:5]=1[O:20][CH3:21] |f:3.4.5.6.7.8.9.10.11|. Reported procedure: To a mixture of 2-(1,2,3,4-tetramethoxy-6,7,8,9-tetrahydro-5H-benzo[a]cyclohepten-7-yl)acetic acid (800 mg), 2,6-pyridinedicarboxylic acid (1.24 g), THF (16 ml), and water (8 ml) was dropwise added a solution of CAN (5.42 g) in water (8 ml) with cooling with ice. After the reaction mixture was stirred for 15 min, water was added to the reaction mixture, which was extracted with ethyl acetate. The organic layer was washed with, 1N hydrochloric acid, water, and saturated aqueous sodium chloride, a...